Dataset: the Open Reaction Database (ORD), a public repository of structured organic reaction records. Task: describe an organic reaction: reactants, conditions, products, and yield Starting materials: C=1C=CN=CC1.C=1C2=C(C(=C3C1OCO3)O)C(=O)N[C@@H]4C2=C[C@@H]([C@@H]5[C@H]4OP(=O)(O5)O)O (Pyridinium Narcistatin), [H][H] (hydrogen). Solvent: O (water), O (water). Yields the product C=1C2=C(C(=C3C1OCO3)O)C(=O)N[C@@H]4C2=C[C@@H]([C@@H]5[C@H]4OP(=O)(O5)O)O (Narcistatin). Reaction SMILES: C1C=CN=CC=1.[CH:7]1[C:8]2[C:21]3=[CH:22][C@H:23]([OH:31])[C@H:24]4[O:29][P:27]([OH:30])(=[O:28])[O:26][C@H:25]4[C@@H:20]3[NH:19][C:17](=[O:18])[C:9]=2[C:10]([OH:16])=[C:11]2[O:15][CH2:14][O:13][C:12]=12.[H][H]>O>[CH:7]1[C:8]2[C:21]3=[CH:22][C@H:23]([OH:31])[C@H:24]4[O:29][P:27]([OH:30])(=[O:28])[O:26][C@H:25]4[C@@H:20]3[NH:19][C:17](=[O:18])[C:9]=2[C:10]([OH:16])=[C:11]2[O:15][CH2:14][O:13][C:12]=12 |f:0.1|. Reported procedure: A solution of pyridinium narcistatin (3a, 0.05 g) in water (2 ml) was obtained by heating (water bath) at 60° C. The solution was allowed to cool prior to passing through a column prepared from Dowex 50X8-200 cation exchange resin (hydrogen form). A suspension began to form in the column as the phosphoric acid (3b) formed. The column was eluted with water and phosphoric acid 3b eluted as a milky white suspension. The combined fractions containing phosphoric acid 3b were freeze dried to afford th... Reactants: COC(=O)CSC=1SC(=C(N1)C1=CC=CC=C1)C1=CC=CC=C1 (2-methoxycarbonylmethylthio-4,5-bis-phenylthiazole), [H-].[Al+3].[Li+].[H-].[H-].[H-] (lithium aluminium hydride), Cl (hydrochloric acid), O (water). The solvent is C(C)OCC (diethyl ether). The product is OCCSC=1SC(=C(N1)C1=CC=CC=C1)C1=CC=CC=C1 (2-(2-Hydroxyethylthio)-4,5-bis-phenylthiazole). RXN SMILES: C[O:2][C:3]([CH2:5][S:6][C:7]1[S:8][C:9]([C:18]2[CH:23]=[CH:22][CH:21]=[CH:20][CH:19]=2)=[C:10]([C:12]2[CH:17]=[CH:16][CH:15]=[CH:14][CH:13]=2)[N:11]=1)=O.[H-].[Al+3].[Li+].[H-].[H-].[H-].O.Cl>C(OCC)C>[OH:2][CH2:3][CH2:5][S:6][C:7]1[S:8][C:9]([C:18]2[CH:23]=[CH:22][CH:21]=[CH:20][CH:19]=2)=[C:10]([C:12]2[CH:17]=[CH:16][CH:15]=[CH:14][CH:13]=2)[N:11]=1 |f:1.2.3.4.5.6|. Procedure: 4.93 g of 2-methoxycarbonylmethylthio-4,5-bis-phenylthiazole are added dropwise in the course of 30 minutes, while stirring, to a solution, cooled to from 0° to 5°, of 0.575 g of lithium aluminium hydride in 25 ml of diethyl ether. The mixture is then stirred for 1 hour, first of all 0.6 ml and then a further 50 ml of water are cautiously added, the mixture is acidified with N hydrochloric acid, the ether layer is separated off and the aqueous phase is subsequently washed with diethyl ether. The...